This data is from the Open Reaction Database (ORD), a public repository of structured organic reaction records. The task is: describe an organic reaction: reactants, conditions, products, and yield Reactants: O([Si](C)(C)C(C)(C)C)C1C=CC(C1)=O (4-tert-butyldimethylsiloxy-2-cyclopentenone), [H-].[Al+3].[Li+].[H-].[H-].[H-] (lithium aluminum hydride), [OH-].[Na+] (NaOH). The reagents and catalysts are [Cl-].[Cl-].[Zn+2] (ZnCl2). Reaction conditions: temperature -20 celsius, time 2 hour. Product: [Si](C)(C)(C(C)(C)C)O[C@H]1C=C[C@H](C1)O (cis-4-tert-butyldimethylsilyloxy-2-cyclopentenol). Isolated yield 64.4%. Reaction SMILES: [O:1]([CH:9]1[CH2:13][C:12](=[O:14])[CH:11]=[CH:10]1)[Si:2]([C:5]([CH3:8])([CH3:7])[CH3:6])([CH3:4])[CH3:3].[H-].[Al+3].[Li+].[H-].[H-].[H-].[OH-].[Na+]>[Cl-].[Cl-].[Zn+2]>[Si:2]([O:1][C@@H:9]1[CH2:13][C@H:12]([OH:14])[CH:11]=[CH:10]1)([C:5]([CH3:8])([CH3:7])[CH3:6])([CH3:4])[CH3:3] |f:1.2.3.4.5.6,7.8,9.10.11|. Procedure: A stirred solution of ZnCl2 (19 mL, 19 mmol, 1M in ether) is treated with 4-tert-butyldimethylsiloxy-2-cyclopentenone (2.0 g, 9.42 mmol) under an atmosphere of argon. The solution is cooled to -20° C. and treated dropwise with lithium aluminum hydride (9.0 mL, 9.0 mmol, 1M in ether) at such a rate as to keep the reaction temperature at or below -15° C. After stirring for about 2 hours at -20° C., approximately 5 mL of 1N NaOH was added. The reaction is filtered through diatomaceous earth, dried ... Reactants: BrC1=C2CC(C(C2=CC=C1)=O)C(C)C (4-bromo-2-isopropylindan-1-one), C1CCOC1.CO (THF methanol), [BH4-].[Na+] (NaBH4). The solvent is mixture, hexanes, O (water). Run at temperature 0 celsius, time 2 hour. Product: BrC=1C=CC=C2C=C(CC12)C(C)C (7-Bromo-2-isopropyl-1H-indene). Reaction SMILES: [Br:1][C:2]1[CH:10]=[CH:9][CH:8]=[C:7]2[C:3]=1[CH2:4][CH:5]([CH:12]([CH3:14])[CH3:13])[C:6]2=O.C1COCC1.CO.[BH4-].[Na+]>O>[Br:1][C:2]1[CH:10]=[CH:9][CH:8]=[C:7]2[C:3]=1[CH2:4][C:5]([CH:12]([CH3:14])[CH3:13])=[CH:6]2 |f:1.2,3.4|. Procedure details: To a solution of 73.4 g (0.29 mol) of 4-bromo-2-isopropylindan-1-one in 530 ml of a mixture of THF-methanol (2:1, vol.), 22.0 g (0.58 mol) of NaBH4 was added in small portions while vigorously stirring for 2 h at 0° C. This mixture was stirred for 12 h at room temperature and then added to 600 ml of cold water. The organic layer was separated, the aqueous layer was extracted with 3×300 ml of methyl-tert-butyl ether. The combined organic fractions were dried over K2CO3 and then evaporated to dryn... Reactants: ClC1=C(C=C(C=C1)C=1C(=NC=C(C(=O)O)C1)OC1CCC1)C (5-(4-chloro-3-methylphenyl)-6-cyclobutoxy-nicotinic acid), FC(C1=NOC(=N1)CN)(F)F (3-trifluoromethyl-[1,2,4]oxadiazol-5-methanamine). Yields the product ClC1=C(C=C(C=C1)C=1C(=NC=C(C(=O)NCC2=NC(=NO2)C(F)(F)F)C1)OC1CCC1)C (5-(4-chloro-3-methylphenyl)-6-cyclobutoxy-N-((3-(trifluoromethyl)-1,2,4-oxadiazol-5-yl)methyl)nicotinamide). RXN SMILES: [Cl:1][C:2]1[CH:7]=[CH:6][C:5]([C:8]2[C:9]([O:17][CH:18]3[CH2:21][CH2:20][CH2:19]3)=[N:10][CH:11]=[C:12]([CH:16]=2)[C:13](O)=[O:14])=[CH:4][C:3]=1[CH3:22].[F:23][C:24]([F:33])([F:32])[C:25]1[N:29]=[C:28]([CH2:30][NH2:31])[O:27][N:26]=1>>[Cl:1][C:2]1[CH:7]=[CH:6][C:5]([C:8]2[C:9]([O:17][CH:18]3[CH2:21][CH2:20][CH2:19]3)=[N:10][CH:11]=[C:12]([CH:16]=2)[C:13]([NH:31][CH2:30][C:28]2[O:27][N:26]=[C:25]([C:24]([F:33])([F:32])[F:23])[N:29]=2)=[O:14])=[CH:4][C:3]=1[CH3:22]. Reported procedure: The title compound was synthesized in analogy to Example 1 using 5-(4-chloro-3-methylphenyl)-6-cyclobutoxy-nicotinic acid (example CC) and 3-trifluoromethyl-[1,2,4]oxadiazol-5-methanamine (example AK) as starting materials; LC-MS (UV peak area/ESI) 93.8%, 467.1 (M+H)+. Reactants: C(CC)C=1NC(=C(C1CCC)C)C(=O)OCC (2,3-Di(n-propyl)-4-methyl-5-carbethoxy-pyrrole), C(CC)=O (propionaldehyde). The product is C(CC)C=1NC(=C(C1CCC)C)CCC (2,3,5-tri(n-propyl)-4-methyl-pyrrole). Reaction SMILES: [CH2:1]([C:4]1[NH:5][C:6]([C:13](OCC)=O)=[C:7]([CH3:12])[C:8]=1[CH2:9][CH2:10][CH3:11])[CH2:2][CH3:3].[CH:18](=O)[CH2:19]C>>[CH2:1]([C:4]1[NH:5][C:6]([CH2:13][CH2:18][CH3:19])=[C:7]([CH3:12])[C:8]=1[CH2:9][CH2:10][CH3:11])[CH2:2][CH3:3]. Procedure details: 2,3-Di(n-propyl)-4-methyl-5-carbethoxy-pyrrole was reductively alkylated with propionaldehyde to yield 2,3,5-tri(n-propyl)-4-methyl-pyrrole. ##STR106##